This data is from the Open Reaction Database (ORD), a public repository of structured organic reaction records. The task is: describe an organic reaction: reactants, conditions, products, and yield Starting materials: BrC=1C=C(C(=NC1)OCC(=O)OCC)[N+](=O)[O-] (ethyl 2-(5-bromo-3-nitropyridin-2-yloxy)acetate), C1(=CC=CC=C1)B(O)O (phenylboronic acid), C1(=CC=CC=C1)P(C1=CC=CC=C1)C1=CC=CC=C1 (triphenylphosphine), [F-].[Cs+] (cesium fluoride). The reagents and catalysts are C(C)(=O)[O-].[Pd+2].C(C)(=O)[O-] (Palladium(II)acetate). Solvent: COCCOC (1,2-dimethoxyethane), ClCCl (dichloromethane). Run at temperature 75 celsius. Product: [N+](=O)([O-])C=1C(=NC=C(C1)C1=CC=CC=C1)OCC(=O)OCC (Ethyl 2-((3-nitro-5-phenylpyridin-2-yl)oxy)acetate). Yield: 38.0%. Reaction SMILES: Br[C:2]1[CH:3]=[C:4]([N+:15]([O-:17])=[O:16])[C:5]([O:8][CH2:9][C:10]([O:12][CH2:13][CH3:14])=[O:11])=[N:6][CH:7]=1.[C:18]1(B(O)O)[CH:23]=[CH:22][CH:21]=[CH:20][CH:19]=1.C1(P(C2C=CC=CC=2)C2C=CC=CC=2)C=CC=CC=1.[F-].[Cs+]>COCCOC.ClCCl.C([O-])(=O)C.[Pd+2].C([O-])(=O)C>[N+:15]([C:4]1[C:5]([O:8][CH2:9][C:10]([O:12][CH2:13][CH3:14])=[O:11])=[N:6][CH:7]=[C:2]([C:18]2[CH:23]=[CH:22][CH:21]=[CH:20][CH:19]=2)[CH:3]=1)([O-:17])=[O:16] |f:3.4,7.8.9|. Procedure: In a 1 l round-bottomed flask was added ethyl 2-(5-bromo-3-nitropyridin-2-yloxy)acetate (18.33 g, 60.1 mmol), phenylboronic acid (10.99 g, 90 mmol), triphenylphosphine (4.73 g, 18.02 mmol) and cesium fluoride (45.6 g, 300 mmol) in 1,2-dimethoxyethane (300 ml) to give a yellow solution. The reaction mixture was degassed by bubbling nitrogen for 30 minutes. Palladium(II)acetate (2.023 g, 9.01 mmol) was added and the mixture was heated to 75° C. under a nitrogen atmosphere overnight. The reaction m...